This data is from the Open Reaction Database (ORD), a public repository of structured organic reaction records. The task is: describe an organic reaction: reactants, conditions, products, and yield Reactants: CC(C)(C)OC(=O)N1CCCC1COC(=O)N1CCN(c2cc(N3CCCC3)nc(N3CCCC3)n2)CC1, ClCCl, [Na+], [OH-], O=C(O)C(F)(F)F. Product: O=C(OCC1CCCN1)N1CCN(c2cc(N3CCCC3)nc(N3CCCC3)n2)CC1. RXN SMILES: [C:8]([O:9][C:10](=[O:11])[N:15]1[CH:16]([CH2:20][O:21][C:22](=[O:23])[N:24]2[CH2:25][CH2:26][N:27]([c:30]3[n:31][c:32]([N:41]4[CH2:42][CH2:43][CH2:44][CH2:45]4)[n:33][c:34]([N:36]4[CH2:37][CH2:38][CH2:39][CH2:40]4)[cH:35]3)[CH2:28][CH2:29]2)[CH2:17][CH2:18][CH2:19]1)([CH3:12])([CH3:13])[CH3:14].[CH2:48]([Cl:49])[Cl:50].[Na+:47].[OH-:46].[OH:1][C:2]([C:3]([F:4])([F:5])[F:6])=[O:7]>>[NH:15]1[CH:16]([CH2:20][O:21][C:22](=[O:23])[N:24]2[CH2:25][CH2:26][N:27]([c:30]3[n:31][c:32]([N:41]4[CH2:42][CH2:43][CH2:44][CH2:45]4)[n:33][c:34]([N:36]4[CH2:37][CH2:38][CH2:39][CH2:40]4)[cH:35]3)[CH2:28][CH2:29]2)[CH2:17][CH2:18][CH2:19]1. Reaction SMILES: [B-:34]([F:35])([F:36])([F:37])[F:38].[C:1](#[CH:2])[c:3]1[cH:4][cH:5][c:6]([C:8](=[O:9])[OH:10])[s:7]1.[NH2:11][C:12]1([C:17](=[O:18])[NH:19][c:20]2[cH:21][c:22]([CH3:33])[c:23]([N:26]3[C:27](=[O:32])[CH2:28][O:29][CH2:30][CH2:31]3)[cH:24][cH:25]2)[CH2:13][O:14][CH2:15][CH2:16]1.[O:56]=[CH:57][N:58]([CH3:59])[CH3:60].[n:39]1([O:40][C:41]([N:42]([CH3:43])[CH3:44])=[N+:45]([CH3:46])[CH3:47])[c:48]2[cH:49][cH:50][cH:51][cH:52][c:53]2[n:54][n:55]1>>[C:1](#[CH:2])[c:3]1[cH:4][cH:5][c:6]([C:8](=[O:10])[NH:11][C:12]2([C:17](=[O:18])[NH:19][c:20]3[cH:21][c:22]([CH3:33])[c:23]([N:26]4[C:27](=[O:32])[CH2:28][O:29][CH2:30][CH2:31]4)[cH:24][cH:25]3)[CH2:13][O:14][CH2:15][CH2:16]2)[s:7]1. Yields the product C#Cc1ccc(C(=O)NC2(C(=O)Nc3ccc(N4CCOCC4=O)c(C)c3)CCOC2)s1. Reactants: F[B-](F)(F)F, C#Cc1ccc(C(=O)O)s1, Cc1cc(NC(=O)C2(N)CCOC2)ccc1N1CCOCC1=O, CN(C)C=O, CN(C)C(On1nnc2ccccc21)=[N+](C)C. As a reaction SMILES: [CH2:38]1[O:39][CH2:40][CH2:41][CH2:42]1.[CH3:1][N:2]1[C:3](=[O:33])[CH:4]([NH:19][C:20]([CH2:21][CH2:22][CH2:23][CH2:24][CH2:25][CH2:26][C:27](=[O:28])[O:29][CH2:30][CH3:31])=[O:32])[N:5]=[C:6]([c:13]2[cH:14][cH:15][cH:16][cH:17][cH:18]2)[c:7]2[c:8]1[cH:9][cH:10][cH:11][cH:12]2.[CH3:43][OH:44].[Cl-:36].[NH4+:37].[Na+:35].[OH-:34].[OH2:45]>>[CH3:1][N:2]1[C:3](=[O:33])[CH:4]([NH:19][C:20]([CH2:21][CH2:22][CH2:23][CH2:24][CH2:25][CH2:26][C:27](=[O:28])[OH:29])=[O:32])[N:5]=[C:6]([c:13]2[cH:14][cH:15][cH:16][cH:17][cH:18]2)[c:7]2[c:8]1[cH:9][cH:10][cH:11][cH:12]2. Reactants: C1CCOC1, CCOC(=O)CCCCCCC(=O)NC1N=C(c2ccccc2)c2ccccc2N(C)C1=O, CO, [Cl-], [NH4+], [Na+], [OH-], O. The product is CN1C(=O)C(NC(=O)CCCCCCC(=O)O)N=C(c2ccccc2)c2ccccc21. Reactants: CN1CCCC1=O, [K+], [K+], [K+], [K+], [K+], O=C(Nc1ccc(N2CCC2)nc1)c1cc2cc(I)ccc2n1Cc1cccc(F)c1, O=P([O-])([O-])OP(=O)([O-])OP(=O)([O-])[O-], [SiH3]C(c1ccccc1)c1ccccc1. Product: O=C(Nc1ccc(N2CCC2)nc1)c1cc2cc([SiH2]C(c3ccccc3)c3ccccc3)ccc2n1Cc1cccc(F)c1. RXN SMILES: [CH3:64][N:65]1[CH2:66][CH2:67][CH2:68][C:69]1=[O:70].[K+:59].[K+:60].[K+:61].[K+:62].[K+:63].[N:1]1([c:5]2[cH:6][cH:7][c:8]([NH:11][C:12](=[O:13])[c:14]3[n:15]([CH2:24][c:25]4[cH:26][c:27]([F:31])[cH:28][cH:29][cH:30]4)[c:16]4[cH:17][cH:18][c:19]([I:23])[cH:20][c:21]4[cH:22]3)[cH:9][n:10]2)[CH2:2][CH2:3][CH2:4]1.[O-:46][P:47]([O:48][P:49]([O:50][P:51]([O-:52])([O-:53])=[O:54])([O-:55])=[O:56])(=[O:57])[O-:58].[c:32]1([CH:38]([c:39]2[cH:40][cH:41][cH:42][cH:43][cH:44]2)[SiH3:45])[cH:33][cH:34][cH:35][cH:36][cH:37]1>>[N:1]1([c:5]2[cH:6][cH:7][c:8]([NH:11][C:12](=[O:13])[c:14]3[n:15]([CH2:24][c:25]4[cH:26][c:27]([F:31])[cH:28][cH:29][cH:30]4)[c:16]4[cH:17][cH:18][c:19]([SiH2:45][CH:38]([c:32]5[cH:33][cH:34][cH:35][cH:36][cH:37]5)[c:39]5[cH:40][cH:41][cH:42][cH:43][cH:44]5)[cH:20][c:21]4[cH:22]3)[cH:9][n:10]2)[CH2:2][CH2:3][CH2:4]1. The reactants are Cl (hydrochloric acid), C(C)(=O)NCCC1=C(C=C(C(=C1)OC)OC)C=1N(C2=CC(=C(C=C2C1)OC)OC)C (2-[2-(2-acetamidoethyl)-4,5-dimethoxyphenyl]-5,6-dimethoxy-1-methylindole). Yields the product Cl.NCCC1=C(C=C(C(=C1)OC)OC)C=1N(C2=CC(=C(C=C2C1)OC)OC)C (2-[2-(2-Aminoethyl)-4,5-dimethoxyphenyl]-5,6-dimethoxy-1-methylindole Hydrochloride). As a reaction SMILES: [ClH:1].C([NH:5][CH2:6][CH2:7][C:8]1[CH:13]=[C:12]([O:14][CH3:15])[C:11]([O:16][CH3:17])=[CH:10][C:9]=1[C:18]1[N:19]([CH3:31])[C:20]2[C:25]([CH:26]=1)=[CH:24][C:23]([O:27][CH3:28])=[C:22]([O:29][CH3:30])[CH:21]=2)(=O)C>>[ClH:1].[NH2:5][CH2:6][CH2:7][C:8]1[CH:13]=[C:12]([O:14][CH3:15])[C:11]([O:16][CH3:17])=[CH:10][C:9]=1[C:18]1[N:19]([CH3:31])[C:20]2[C:25]([CH:26]=1)=[CH:24][C:23]([O:27][CH3:28])=[C:22]([O:29][CH3:30])[CH:21]=2 |f:2.3|. Reported procedure: A 2N hydrochloric acid solution of 53.0 g of 2-[2-(2-acetamidoethyl)-4,5-dimethoxyphenyl]-5,6-dimethoxy-1-methylindole was heated under reflux for 17 hours. The reaction mixture was azeotropically distilled under reduced pressure with ethanol and benzene, and the residue was recrystallized from ethanol to yield 48 g of the title compound. Procedure: A solution of 7.2 g of N-(tert-butyl)-N′-[(1RS)-1-hydroxymethyl-2-(2-pyrazinyl)ethyl]thiourea in 20 cm3 of 5N hydrochloric acid is heated at a temperature in the region of 110° C. for 20 hours. The reaction medium is concentrated under reduced pressure (1 kPa) at a temperature in the region of 55° C. and then taken up in ethanol and concentrated under the same conditions as above. The residue is chromatographed at atmospheric pressure on a column of silica gel (particle size 40-60μ; diameter 4 c... Product: Cl.Cl.N1=C(C=NC=C1)CC1N=C(SC1)N ((4RS)-4-(2-pyrazinylmethyl)-4,5-dihydro-1,3-thiazol-2-ylamine dihydrochloride). The solvent is C(C)O (ethanol). Starting materials: C(C)(C)(C)NC(=S)NC(CC1=NC=CN=C1)CO (N-(tert-butyl)-N′-[(1RS)-1-hydroxymethyl-2-(2-pyrazinyl)ethyl]thiourea), Cl (hydrochloric acid). Reaction SMILES: C([NH:5][C:6]([NH:8][CH:9]([CH2:17]O)[CH2:10][C:11]1[CH:16]=[N:15][CH:14]=[CH:13][N:12]=1)=[S:7])(C)(C)C.[ClH:19]>C(O)C>[ClH:19].[ClH:19].[N:12]1[CH:13]=[CH:14][N:15]=[CH:16][C:11]=1[CH2:10][CH:9]1[CH2:17][S:7][C:6]([NH2:5])=[N:8]1 |f:3.4.5|. The reactants are CCCCCC, C#CCCC, [Cl-], O=CCCCl, [Li]CCCC, [NH4+]. The product is CCCC#CC(O)CCCl. As a reaction SMILES: [CH3:18][CH2:19][CH2:20][CH2:21][CH2:22][CH3:23].[CH:6]#[C:7][CH2:8][CH2:9][CH3:10].[Cl-:16].[Cl:11][CH2:12][CH2:13][CH:14]=[O:15].[Li:1][CH2:2][CH2:3][CH2:4][CH3:5].[NH4+:17]>>[C:6](#[C:7][CH2:8][CH2:9][CH3:10])[CH:14]([CH2:13][CH2:12][Cl:11])[OH:15].